This data is from the Open Reaction Database (ORD), a public repository of structured organic reaction records. The task is: describe an organic reaction: reactants, conditions, products, and yield Reactants: ClCCl, OCCC1CCOCC1, Cc1ccc(S(=O)(=O)Cl)cc1, c1ccncc1. Product: Cc1ccc(S(=O)(=O)OCCC2CCOCC2)cc1. As a reaction SMILES: [Cl:21][CH2:22][Cl:23].[O:1]1[CH2:2][CH2:3][CH:4]([CH2:7][CH2:8][OH:9])[CH2:5][CH2:6]1.[c:10]1([CH3:20])[cH:11][cH:12][c:13]([S:16](=[O:17])(=[O:18])[Cl:19])[cH:14][cH:15]1.[cH:24]1[cH:25][cH:26][n:27][cH:28][cH:29]1>>[O:1]1[CH2:2][CH2:3][CH:4]([CH2:7][CH2:8][O:9][S:16]([c:13]2[cH:12][cH:11][c:10]([CH3:20])[cH:15][cH:14]2)(=[O:17])=[O:18])[CH2:5][CH2:6]1. Reactants: OCC=CCOC1CCCCO1, O=C1NC(=O)c2ccccc21, C1CCOC1, c1ccc(P(c2ccccc2)c2ccccc2)cc1. The product is O=C1c2ccccc2C(=O)N1CC=CCOC1CCCCO1. As a reaction SMILES: [O:1]1[CH:2]([O:7][CH2:8][CH:9]=[CH:10][CH2:11][OH:12])[CH2:3][CH2:4][CH2:5][CH2:6]1.[O:32]=[C:33]1[NH:34][C:35](=[O:36])[c:37]2[cH:38][cH:39][cH:40][cH:41][c:42]21.[O:43]1[CH2:44][CH2:45][CH2:46][CH2:47]1.[c:13]1([P:14]([c:15]2[cH:16][cH:17][cH:18][cH:19][cH:20]2)[c:21]2[cH:22][cH:23][cH:24][cH:25][cH:26]2)[cH:27][cH:28][cH:29][cH:30][cH:31]1>>[O:1]1[CH:2]([O:7][CH2:8][CH:9]=[CH:10][CH2:11][N:34]2[C:33](=[O:32])[c:42]3[c:37]([cH:38][cH:39][cH:40][cH:41]3)[C:35]2=[O:36])[CH2:3][CH2:4][CH2:5][CH2:6]1. Reactants: [H-].C(C(C)C)[Al+]CC(C)C (diisobutylaluminum hydride), C1(=CC=CC=C1)C (toluene), C(C)(C)(C)OC(=O)N1CCN(CC1)C=1C=2N(C(=CN1)C(=O)OC)C=NN2 (methyl 8-(4-(tert-butoxycarbonyl)piperazin-1-yl)-[1,2,4]triazolo[4,3-a]pyrazine-5-carboxylate). Run in C(Cl)Cl (CH2Cl2). Run at temperature -78 celsius, time 1 hour. Product: OCC1=CN=C(C=2N1C=NN2)N2CCN(CC2)C(=O)OC(C)(C)C (tert-Butyl 4-(5-(hydroxymethyl)-[1,2,4]triazolo[4,3-a]pyrazin-8-yl)piperazine-1-carboxylate). The yield is 50.4%. As a reaction SMILES: [C:1]([O:5][C:6]([N:8]1[CH2:13][CH2:12][N:11]([C:14]2[C:15]3[N:16]([CH:24]=[N:25][N:26]=3)[C:17]([C:20](OC)=[O:21])=[CH:18][N:19]=2)[CH2:10][CH2:9]1)=[O:7])([CH3:4])([CH3:3])[CH3:2].[H-].C([Al+]CC(C)C)C(C)C.C1(C)C=CC=CC=1>C(Cl)Cl>[OH:21][CH2:20][C:17]1[N:16]2[CH:24]=[N:25][N:26]=[C:15]2[C:14]([N:11]2[CH2:12][CH2:13][N:8]([C:6]([O:5][C:1]([CH3:4])([CH3:3])[CH3:2])=[O:7])[CH2:9][CH2:10]2)=[N:19][CH:18]=1 |f:1.2|. Procedure: A 250 mL 3-necked round bottom flask was charged with methyl 8-(4-(tert-butoxycarbonyl)piperazin-1-yl)-[1,2,4]triazolo[4,3-a]pyrazine-5-carboxylate (3.0 g, 8.3 mmol) and dry CH2Cl2 (30 mL). To the above was added dropwise a solution of 1.5 M diisobutylaluminum hydride in toluene (11 mL, 16.5 mmol) at −78° C. The resulting mixture was stirred at −78° C. for further 1 h then quenched by slow addition of methanol (10 mL). The mixture was poured into saturated aqueous NH4Cl (200 mL) and extracted wi... The reactants are ice water, [Al+3].[Cl-].[Cl-].[Cl-] (AlCl3), BrC1=CC=CC=C1 (bromobenzene), BrCCC(=O)Cl (3-Bromopropionyl chloride). Run at temperature 50 celsius, time 30 minute. The product is BrCCC(=O)C1=CC=C(C=C1)Br (3-bromo-1-(4-bromophenyl)propan-1-one). The yield is 84.5%. Reaction SMILES: [Al+3].[Cl-].[Cl-].[Cl-].[Br:5][C:6]1[CH:11]=[CH:10][CH:9]=[CH:8][CH:7]=1.[Br:12][CH2:13][CH2:14][C:15](Cl)=[O:16]>>[Br:12][CH2:13][CH2:14][C:15]([C:9]1[CH:10]=[CH:11][C:6]([Br:5])=[CH:7][CH:8]=1)=[O:16] |f:0.1.2.3|. Reported procedure: AlCl3 (23.8 g, 178 mmol) was added by portions to bromobenzene (155 ml, 1.47 mol) at 0° C. 3-Bromopropionyl chloride (25 g, 146 mmol) was added dropwise to the red solution kept at 0° C. over 30 min. After 1 h at RT, the reaction mixture was heated to 50° C. for 1 h. After cooling, the mixture was poured over ice/water and extracted with DCM. The organic layer was dried over Na2SO4 and concentrated to yield 3-bromo-1-(4-bromophenyl)propan-1-one (36 g) which was crystallized from petroleum ether ... The reactants are ClS(=O)(=O)O (Chlorosulfonic acid), C(C1=CC=CC=C1)#N (benzonitrile). Product: C1(=CC=CC=C1)C1=NC(=NC(=N1)C1=CC=CC=C1)C1=CC=CC=C1 (2,4,6-triphenyl-s-triazine). Yield: 68.0%. Reaction SMILES: ClS(O)(=O)=O.[C:6](#[N:13])[C:7]1[CH:12]=[CH:11][CH:10]=[CH:9][CH:8]=1>>[C:7]1([C:6]2[N:13]=[C:6]([C:7]3[CH:12]=[CH:11][CH:10]=[CH:9][CH:8]=3)[N:13]=[C:6]([C:7]3[CH:12]=[CH:11][CH:10]=[CH:9][CH:8]=3)[N:13]=2)[CH:12]=[CH:11][CH:10]=[CH:9][CH:8]=1. Procedure details: Chlorosulfonic acid has been shown to be an effective catalyst for the trimerization of benzonitrile, providing a 68 percent yield of 2,4,6-triphenyl-s-triazine (J. Chem. Soc., 1941, 278). However, as shown in the following example, chlorosulfonic acid is ineffective to trimerize isobutyronitrile. The reactants are ClC1=C(N(C(C(=N1)Cl)=O)CC(=O)OCC1=CC=CC=C1)C (benzyl 2-[3,5-dichloro-2-methyl-6-oxo-1(6H)-pyrazinyl]acetate), C1(CC1)CN1[C@H](CCCC1)CN ([(2R)-1-(cyclopropylmethyl)piperidinyl]methylamine). The product is ClC1=C(N(C(C(=N1)NC[C@@H]1N(CCCC1)CC1CC1)=O)CC(=O)OCC1=CC=CC=C1)C (Benzyl 2-[3-chloro-5-({[(2R)-1-(cyclopropylmethyl)piperidinyl]methyl}amino)-2-methyl-6-oxo-1(6H)-pyrazinyl]acetate), product. Yield: 87.0%. RXN SMILES: [Cl:1][C:2]1[N:7]=[C:6](Cl)[C:5](=[O:9])[N:4]([CH2:10][C:11]([O:13][CH2:14][C:15]2[CH:20]=[CH:19][CH:18]=[CH:17][CH:16]=2)=[O:12])[C:3]=1[CH3:21].[CH:22]1([CH2:25][N:26]2[CH2:31][CH2:30][CH2:29][CH2:28][C@@H:27]2[CH2:32][NH2:33])[CH2:24][CH2:23]1>>[Cl:1][C:2]1[N:7]=[C:6]([NH:33][CH2:32][C@H:27]2[CH2:28][CH2:29][CH2:30][CH2:31][N:26]2[CH2:25][CH:22]2[CH2:24][CH2:23]2)[C:5](=[O:9])[N:4]([CH2:10][C:11]([O:13][CH2:14][C:15]2[CH:20]=[CH:19][CH:18]=[CH:17][CH:16]=2)=[O:12])[C:3]=1[CH3:21]. Procedure: The title compound was prepared by a similar method to preparation 42 from benzyl 2-[3,5-dichloro-2-methyl-6-oxo-1(6H)-pyrazinyl]acetate (preperation 17) and [(2R)-1-(cyclopropylmethyl)piperidinyl]methylamine [see preparation 70]. The crude product was purified by column chromatography on silica gel using dichloromethane:methanol (95:5), to afford the product as a yellow oil, (87%). Starting materials: COC(=O)c1cc(OCc2ccccc2)nn1-c1ccccc1, C1CCOC1. Product: COC(=O)c1cc(O)nn1-c1ccccc1. Reaction SMILES: [CH2:1]([c:2]1[cH:3][cH:4][cH:5][cH:6][cH:7]1)[O:8][c:9]1[n:10][n:11](-[c:18]2[cH:19][cH:20][cH:21][cH:22][cH:23]2)[c:12]([C:14](=[O:15])[O:16][CH3:17])[cH:13]1.[O:24]1[CH2:25][CH2:26][CH2:27][CH2:28]1>>[OH:8][c:9]1[n:10][n:11](-[c:18]2[cH:19][cH:20][cH:21][cH:22][cH:23]2)[c:12]([C:14](=[O:15])[O:16][CH3:17])[cH:13]1. Starting materials: O=[N+]([O-])c1ccc(Br)cc1, CNCCNC, [Cu]I, [K+], [K+], [K+], C1COCCO1, O=P([O-])([O-])[O-], O=c1cccc[nH]1. RXN SMILES: [Br:8][c:9]1[cH:10][cH:11][c:12]([N+:15](=[O:16])[O-:17])[cH:13][cH:14]1.[CH3:18][NH:19][CH2:20][CH2:21][NH:22][CH3:23].[Cu:38][I:39].[K+:29].[K+:30].[K+:31].[O:32]1[CH2:33][CH2:34][O:35][CH2:36][CH2:37]1.[P:24]([O-:25])([O-:26])([O-:27])=[O:28].[nH:1]1[c:2](=[O:7])[cH:3][cH:4][cH:5][cH:6]1>>[n:1]1(-[c:9]2[cH:10][cH:11][c:12]([N+:15](=[O:16])[O-:17])[cH:13][cH:14]2)[c:2](=[O:7])[cH:3][cH:4][cH:5][cH:6]1. Yields the product O=c1ccccn1-c1ccc([N+](=O)[O-])cc1. Starting materials: ClC=1C=CC2=C(NC(CC3=C2N=C(N=C3)NC=3C=C(C=CC3)CC#N)=O)C1 ([3-(9-chloro-6-oxo-6,7-dihydro-5H-benzo[b]pyrimido[4,5-d]azepin-2-ylamino)-phenyl]-acetonitrile). The reagents and catalysts are [Ni] (Ni). The solvent is N (NH3), CO (MeOH), O (H2O). Run at temperature 22 celsius, time 12 hour. Product: NCCC=1C=C(C=CC1)NC=1N=CC2=C(C3=C(NC(C2)=O)C=C(C=C3)Cl)N1 (2-[3-(2-Amino-ethyl)-phenylamino]-9-chloro-5H,7H-benzo[b]pyrimido[4,5-d]azepin-6-one). RXN SMILES: [Cl:1][C:2]1[CH:3]=[CH:4][C:5]2[C:11]3[N:12]=[C:13]([NH:16][C:17]4[CH:18]=[C:19]([CH2:23][C:24]#[N:25])[CH:20]=[CH:21][CH:22]=4)[N:14]=[CH:15][C:10]=3[CH2:9][C:8](=[O:26])[NH:7][C:6]=2[CH:27]=1>N.CO.O.[Ni]>[NH2:25][CH2:24][CH2:23][C:19]1[CH:18]=[C:17]([NH:16][C:13]2[N:14]=[CH:15][C:10]3[CH2:9][C:8](=[O:26])[NH:7][C:6]4[CH:27]=[C:2]([Cl:1])[CH:3]=[CH:4][C:5]=4[C:11]=3[N:12]=2)[CH:22]=[CH:21][CH:20]=1. Reported procedure: To a solution of [3-(9-chloro-6-oxo-6,7-dihydro-5H-benzo[b]pyrimido[4,5-d]azepin-2-ylamino)-phenyl]-acetonitrile (I-78) (0.131 g, 0.349 mmol) in saturated NH3 in MeOH solution (50 mL) was added a catalytic amount of Raney 2800 Ni in H2O and the mixture was placed under H2 (50 psi) and stirred for 12 h at 22° C. The reaction mixture was filtered through Celite® and the filtrate concentrated in vacuo to give crude product as a yellow oil. Purification by C-18 RP LC-MS chromatography afforded I-86 ... Conditions: time 12 hour. Reagents/catalysts: [Pd] (Pd-C). The product is methyl ester, N[C@@H](CC1=CC=CC=C1)C(=O)N[C@@H](C(C)C)C(=O)O (phenylalanylvaline). Isolated yield 85.8%. Procedure details: According to the same procedure as in Example 1, 1-(methoxycarbonyl-2-methylpropyl)-3-amino-4-phenylazetidin-2-one (458 mg.) was subjected to hydrogenolysis at 50° C. in ethanol (30 ml.) under a hydrogen pressure of one atmosphere in the presence of a 10% Pd-C (175 mg.). The reaction was completed in 12 hours. The same after-treatment as in Example 1 was followed to give methyl ester of phenylalanylvaline (376 mg., yield: 81.5%) which was an oil. The NMR and IR spectra were completely identical ... RXN SMILES: C[O:2][C:3]([CH:5]([N:9]1[CH:12]([C:13]2[CH:18]=[CH:17][CH:16]=[CH:15][CH:14]=2)[CH:11]([NH2:19])[C:10]1=[O:20])[CH:6]([CH3:8])[CH3:7])=[O:4]>C(O)C.[Pd]>[NH2:19][C@H:11]([C:10]([NH:9][C@H:5]([C:3]([OH:4])=[O:2])[CH:6]([CH3:8])[CH3:7])=[O:20])[CH2:12][C:13]1[CH:18]=[CH:17][CH:16]=[CH:15][CH:14]=1. Reactants: COC(=O)C(C(C)C)N1C(C(C1C1=CC=CC=C1)N)=O (1-(methoxycarbonyl-2-methylpropyl)-3-amino-4-phenylazetidin-2-one). Run in C(C)O (ethanol).